This data is from the Open Reaction Database (ORD), a public repository of structured organic reaction records. The task is: describe an organic reaction: reactants, conditions, products, and yield The reactants are O=C([O-])[O-], CC(C)CN1CCNCC1, C1CCCCC1, Clc1ccc(-c2nc(-c3ccc(Cl)c(Cl)c3)c[nH]2)cn1, Cl, Cl, [I-], [K+], [K+], [K+], O. Product: CC(C)CN1CCN(c2ccc(-c3ncc(-c4ccc(Cl)c(Cl)c4)[nH]3)cn2)CC1. Reaction SMILES: [C:33](=[O:34])([O-:35])[O-:36].[CH2:23]([CH:24]([CH3:25])[CH3:26])[N:27]1[CH2:28][CH2:29][NH:30][CH2:31][CH2:32]1.[CH2:42]1[CH2:43][CH2:44][CH2:45][CH2:46][CH2:47]1.[Cl:3][c:4]1[n:5][cH:6][c:7](-[c:10]2[nH:11][cH:12][c:13](-[c:15]3[cH:16][c:17]([Cl:22])[c:18]([Cl:21])[cH:19][cH:20]3)[n:14]2)[cH:8][cH:9]1.[ClH:1].[ClH:2].[I-:40].[K+:37].[K+:38].[K+:39].[OH2:41]>>[c:4]1([N:30]2[CH2:29][CH2:28][N:27]([CH2:23][CH:24]([CH3:25])[CH3:26])[CH2:32][CH2:31]2)[n:5][cH:6][c:7](-[c:10]2[n:11][cH:12][c:13](-[c:15]3[cH:16][c:17]([Cl:22])[c:18]([Cl:21])[cH:19][cH:20]3)[nH:14]2)[cH:8][cH:9]1. Reactants: CCOC(=O)Cn1ccc2c(O[Si](C)(C)C(C)(C)C)cccc21, C1CCOC1, CCCC[N+](CCCC)(CCCC)CCCC, [F-]. The product is CCOC(=O)Cn1ccc2c(O)cccc21. As a reaction SMILES: [CH2:1]([CH3:2])[O:3][C:4]([CH2:5][n:6]1[cH:7][cH:8][c:9]2[c:10]([O:15][Si:16]([C:17]([CH3:18])([CH3:19])[CH3:20])([CH3:21])[CH3:22])[cH:11][cH:12][cH:13][c:14]12)=[O:23].[CH2:42]1[O:43][CH2:44][CH2:45][CH2:46]1.[CH3:25][CH2:26][CH2:27][CH2:28][N+:29]([CH2:30][CH2:31][CH2:32][CH3:33])([CH2:34][CH2:35][CH2:36][CH3:37])[CH2:38][CH2:39][CH2:40][CH3:41].[F-:24]>>[CH2:1]([CH3:2])[O:3][C:4]([CH2:5][n:6]1[cH:7][cH:8][c:9]2[c:10]([OH:15])[cH:11][cH:12][cH:13][c:14]12)=[O:23].